Dataset: the Open Reaction Database (ORD), a public repository of structured organic reaction records. Task: describe an organic reaction: reactants, conditions, products, and yield The reactants are Intermediate 20, BrC1=CC=C(C(=O)N(C)C)C=C1 (4-bromo-N,N-dimethylbenzamide), BrC1=CC=C(C(=O)N(C)C)C=C1 (4-bromo-N,N-dimethylbenzamide), C(C)(C)(C)OC(COC1=C(C=C(C=C1)Cl)C#C)=O (tert-butyl(4-chloro-2-ethynylphenoxy)acetate), C(C)(C)(C)OC(COC1=C(C=C(C=C1)Cl)C#C)=O (tert-butyl(4-chloro-2-ethynylphenoxy)acetate). Yields the product C(C)(C)(C)OC(COC1=C(C=C(C=C1)Cl)C#CC1=CC=C(C=C1)C(=O)N(C)C)=O (tert-butyl[4-chloro-2-({4-[(dimethylamino)carbonyl]phenyl}ethynyl)phenoxy]acetate). Reaction SMILES: [C:1]([O:5][C:6](=[O:18])[CH2:7][O:8][C:9]1[CH:14]=[CH:13][C:12]([Cl:15])=[CH:11][C:10]=1[C:16]#[CH:17])([CH3:4])([CH3:3])[CH3:2].Br[C:20]1[CH:30]=[CH:29][C:23]([C:24]([N:26]([CH3:28])[CH3:27])=[O:25])=[CH:22][CH:21]=1>>[C:1]([O:5][C:6](=[O:18])[CH2:7][O:8][C:9]1[CH:14]=[CH:13][C:12]([Cl:15])=[CH:11][C:10]=1[C:16]#[C:17][C:20]1[CH:30]=[CH:29][C:23]([C:24]([N:26]([CH3:28])[CH3:27])=[O:25])=[CH:22][CH:21]=1)([CH3:4])([CH3:3])[CH3:2]. Procedure details: Following the general method as outlined in Intermediate 20, starting from (4-chloro-2-ethynyl-phenoxy)-acetic acid tert-butyl ester (Intermediate 3) and 4-bromo-N,N-dimethylbenzamide (Intermediate 176), the title compound was obtained as a brown sticky solid after purification by flash column chromatography (silica), eluting with cyclohexane containing increasing amounts of EtOAc. Reactants: C(C1=CC=CC=C1)(C1=CC=CC=C1)(C1=CC=CC=C1)NC1=NC(=NS1)/C(/C(=O)O)=N/OC(F)F (2-(5-tritylamino-1,2,4-thiadiazol-3-yl)-(Z)-2-difluoromethoxyiminoacetic acid), Cl.N[C@H]1[C@@H]2N(C(=C(CS2)\C=C/CCl)C(=O)OCC2=CC=C(C=C2)OC)C1=O (p-methoxybenzyl 7β-amino-3-[(Z)-3-chloro-1-propen-1-yl]-3-cephem-4-carboxylate hydrochloride). Product: C(C1=CC=CC=C1)(C1=CC=CC=C1)(C1=CC=CC=C1)NC1=NC(=NS1)/C(/C(=O)N[C@H]1[C@@H]2N(C(=C(CS2)\C=C/CCl)C(=O)OCC2=CC=C(C=C2)OC)C1=O)=N/OC(F)F (p-Methoxybenzyl 7β-[2-(5-tritylamino-1,2,4-thiadiazol-3-yl)-(Z)-difluoromethoxyiminoacetamido]-3-[(Z)-3-chloro-1-propen-1-yl]-3-cephem-4-carboxylate). Isolated yield 88.8%. As a reaction SMILES: [C:1]([NH:20][C:21]1[S:25][N:24]=[C:23](/[C:26](=[N:30]/[O:31][CH:32]([F:34])[F:33])/[C:27](O)=[O:28])[N:22]=1)([C:14]1[CH:19]=[CH:18][CH:17]=[CH:16][CH:15]=1)([C:8]1[CH:13]=[CH:12][CH:11]=[CH:10][CH:9]=1)[C:2]1[CH:7]=[CH:6][CH:5]=[CH:4][CH:3]=1.Cl.[NH2:36][C@@H:37]1[C:60](=[O:61])[N:39]2[C:40]([C:48]([O:50][CH2:51][C:52]3[CH:57]=[CH:56][C:55]([O:58][CH3:59])=[CH:54][CH:53]=3)=[O:49])=[C:41](/[CH:44]=[CH:45]\[CH2:46][Cl:47])[CH2:42][S:43][C@H:38]12>>[C:1]([NH:20][C:21]1[S:25][N:24]=[C:23](/[C:26](=[N:30]/[O:31][CH:32]([F:33])[F:34])/[C:27]([NH:36][C@@H:37]2[C:60](=[O:61])[N:39]3[C:40]([C:48]([O:50][CH2:51][C:52]4[CH:53]=[CH:54][C:55]([O:58][CH3:59])=[CH:56][CH:57]=4)=[O:49])=[C:41](/[CH:44]=[CH:45]\[CH2:46][Cl:47])[CH2:42][S:43][C@H:38]23)=[O:28])[N:22]=1)([C:2]1[CH:7]=[CH:6][CH:5]=[CH:4][CH:3]=1)([C:14]1[CH:15]=[CH:16][CH:17]=[CH:18][CH:19]=1)[C:8]1[CH:13]=[CH:12][CH:11]=[CH:10][CH:9]=1 |f:1.2|. Procedure: In the same manner as described in Experiment 3, 2-(5-tritylamino-1,2,4-thiadiazol-3-yl)-(Z)-2-difluoromethoxyiminoacetic acid (2.00 g) was reacted with p-methoxybenzyl 7β-amino-3-[(Z)-3-chloro-1-propen-1-yl]-3-cephem-4-carboxylate hydrochloride (1.795 g) to obtain the object product (3.17 g). Starting materials: O (water), N1=CC=C(C=C1)CC#N (4-pyridylacetonitrile), [NH2-].[Na+] (sodium amide), BrCCBr (1,2-dibromoethane). The solvent is C(Cl)Cl (DCM). Run at time 8 hour. The product is N1=CC=C(C=C1)C1(CC1)C#N (1-(4-Pyridyl)cyclopropanecarbonitrile). Reaction SMILES: [N:1]1[CH:6]=[CH:5][C:4]([CH2:7][C:8]#[N:9])=[CH:3][CH:2]=1.[NH2-].[Na+].Br[CH2:13][CH2:14]Br.O>C(Cl)Cl>[N:1]1[CH:6]=[CH:5][C:4]([C:7]2([C:8]#[N:9])[CH2:14][CH2:13]2)=[CH:3][CH:2]=1 |f:1.2|. Procedure details: 3.5 g of 4-pyridylacetonitrile are added to a mixture of 2.5 g of sodium amide in 80 ml of DCM, followed by 2.6 ml of 1,2-dibromoethane, and the mixture is stirred overnight at RT. The reaction mixture is poured into water and extracted with EtOAc, the organic phase is washed with water and dried over Na2SO4, and the solvents are evaporated off under vacuum. The residue is chromatographed on silica gel, eluting with DCM and then with a DCM/MeOH mixture from (99/1; v/v) to (95/5; v/v). 2.5 g of t... As a reaction SMILES: Cl[C:2]1[C:7]([F:8])=[CH:6][N:5]=[C:4]2[NH:9][CH:10]=[CH:11][C:3]=12.[CH:12]1([NH2:18])[CH2:17][CH2:16][CH2:15][CH2:14][CH2:13]1>CN1C(=O)N(C)CC1.CCOC(C)=O.C(=O)([O-])O.[Na+]>[CH:12]1([NH:18][C:2]2[C:3]3[CH:11]=[CH:10][NH:9][C:4]=3[N:5]=[CH:6][C:7]=2[F:8])[CH2:17][CH2:16][CH2:15][CH2:14][CH2:13]1 |f:4.5|. Run in CN1CCN(C1=O)C (DMI), CCOC(=O)C (EtOAc), C(O)([O-])=O.[Na+] (sodium hydrogencarbonate). Product: C1(CCCCC1)NC=1C2=C(N=CC1F)NC=C2 (N-cyclohexyl-5-fluoro-1H-pyrrolo[2,3-b]pyridin-4-amine). Conditions: temperature 200 celsius. Yield: 12.2%. The reactants are ClC1=C2C(=NC=C1F)NC=C2 (4-chloro-5-fluoro-1H-pyrrolo[2,3-b]pyridine), C1(CCCCC1)N (cyclohexylamine). Procedure: A mixture of 4-chloro-5-fluoro-1H-pyrrolo[2,3-b]pyridine (30 mg) and cyclohexylamine (87 mg) in DMI (0.4 mL) was heated in the microwave reactor (200° C., 4 hours). The reaction mixture was allowed to cool to ambient temperature and diluted with EtOAc (10 mL) and half-saturated aqueous sodium hydrogencarbonate (10 mL). The aqueous phase was extracted with EtOAc (2×10 mL) and combined organic layers were washed with brine (20 mL), dried over MgSO4, and concentrated. Purification of the crude prod... The reactants are NC=1SC=2CCN(CCC2N1)CC#CC1=C2CC(NC2=CC=C1)=O (2-amino-6-(3-(2-oxo-indolin-4-yl)-2-propyn-1-yl)-4,5,7,8-tetrahydro-6H- thiazolo[5,4-d]azepine), O (H2O), CC(=O)C.CCOCC (acetone ether). Reagents/catalysts: [Pd].CC(=O)[O-].CC(=O)[O-].[Pb+2] (Lindlar catalyst). Run in C(C)O (ethanol). Product: NC=1SC=2CCN(CCC2N1)C\C=C/C1=C2CC(NC2=CC=C1)=O ((Z)-2-Amino-6-(3-(2-oxo-indolin-4-yl)-2-propen-1-yl)-4,5,7,8-tetrahydro-6H-thiazolo[5,4-d]azepine). Isolated yield 51.0%. As a reaction SMILES: [NH2:1][C:2]1[S:3][C:4]2[CH2:5][CH2:6][N:7]([CH2:12][C:13]#[C:14][C:15]3[CH:23]=[CH:22][CH:21]=[C:20]4[C:16]=3[CH2:17][C:18](=[O:24])[NH:19]4)[CH2:8][CH2:9][C:10]=2[N:11]=1.O.CC(C)=O.CCOCC>[Pd].CC([O-])=O.CC([O-])=O.[Pb+2].C(O)C>[NH2:1][C:2]1[S:3][C:4]2[CH2:5][CH2:6][N:7]([CH2:12]/[CH:13]=[CH:14]\[C:15]3[CH:23]=[CH:22][CH:21]=[C:20]4[C:16]=3[CH2:17][C:18](=[O:24])[NH:19]4)[CH2:8][CH2:9][C:10]=2[N:11]=1 |f:2.3,4.5.6.7|. Reported procedure: Prepared analogously to Example 12 by catalytic hydrogenation of 2-amino-6-(3-(2-oxo-indolin-4-yl)-2-propyn-1-yl)-4,5,7,8-tetrahydro-6H- thiazolo[5,4-d]azepine. 0.75 H2O using Lindlar catalyst (palladium on calcium carbonate, contaminated with lead) for 3 hours at ambient temperature in ethanol. Yield: 51% of theory, Melting point: 192°-195° C. (acetone/ether). Starting materials: FC1=C2C(=C3C=CC(OC3=C1F)CCC)C=C(O2)C (4,5-difluoro-2-methyl-7-propyl-7H-furo[3,2-f]chromene). Reagents/catalysts: [Pd] (Pd/C). Run in C1(=CC=CC=C1)C (toluene). Product: FC1=C2C(=C3CCC(OC3=C1F)CCC)C=C(O2)C (4,5-difluoro-2-methyl-7-propyl-8,9-dihydro-7H-furo[3,2-f]chromene). As a reaction SMILES: [F:1][C:2]1[C:11]([F:12])=[C:10]2[C:5]([CH:6]=[CH:7][CH:8]([CH2:13][CH2:14][CH3:15])[O:9]2)=[C:4]2[CH:16]=[C:17]([CH3:19])[O:18][C:3]=12>C1(C)C=CC=CC=1.[Pd]>[F:1][C:2]1[C:11]([F:12])=[C:10]2[C:5]([CH2:6][CH2:7][CH:8]([CH2:13][CH2:14][CH3:15])[O:9]2)=[C:4]2[CH:16]=[C:17]([CH3:19])[O:18][C:3]=12. Reported procedure: 3.5 g (13.2 mmol) of 4,5-difluoro-2-methyl-7-propyl-7H-furo[3,2-f]chromene are hydrogenated for a few minutes in toluene using elemental hydrogen in the presence of Pd/C (5% Pd). The reaction soln. is concentrated to dryness, and the residue is purified by column chromatography (SiO2, n-heptane:1-chlorobutane=2:1). The further purification is carried out by recrystallisation from ethanol and subsequent absorptive (SiO2, n-heptane:1-chlorobutane=3:1) filtration, giving 4,5-difluoro-2-methyl-7-pro... The reactants are Cl (HCl), O1CCOCC1 (dioxane), CC(C)(S(=O)NC1(COC1)C1=CC=C(C=C1)NC(=O)N1CC=2C=NC=CC2C1)C (N-(4-(3-(1,1-dimethylethylsulfinamido)oxetan-3-yl)phenyl)-1H-pyrrolo[3,4-c]pyridine-2(3H)-carboxamide). The solvent is CO (methanol). Conditions: time 2 hour. Product: NC1(COC1)C1=CC=C(C=C1)NC(=O)N1CC=2C=NC=CC2C1 (N-(4-(3-amino oxetan-3-yl)phenyl)-1H-pyrrolo[3,4-c]pyridine-2(3H)-carboxamide). RXN SMILES: CC(C)(S([NH:6][C:7]1([C:11]2[CH:16]=[CH:15][C:14]([NH:17][C:18]([N:20]3[CH2:28][C:27]4[CH:26]=[CH:25][N:24]=[CH:23][C:22]=4[CH2:21]3)=[O:19])=[CH:13][CH:12]=2)[CH2:10][O:9][CH2:8]1)=O)C.Cl.O1CCOCC1>CO>[NH2:6][C:7]1([C:11]2[CH:12]=[CH:13][C:14]([NH:17][C:18]([N:20]3[CH2:28][C:27]4[CH:26]=[CH:25][N:24]=[CH:23][C:22]=4[CH2:21]3)=[O:19])=[CH:15][CH:16]=2)[CH2:10][O:9][CH2:8]1. Procedure details: In a 20 mL vial was added N-(4-(3-(1,1-dimethylethylsulfinamido)oxetan-3-yl)phenyl)-1H-pyrrolo[3,4-c]pyridine-2(3H)-carboxamide (253 mg, 0.610 mmol) and methanol (6.1 ml). 4N HCl in dioxane (229 μl, 0.916 mmol) was added and the reaction was stirred for 2 hours. The mixture was concentrated under vacuum to give the title compound which was used without further purification. Reactants: O=[Cr](=O)=O.C1=NC=CC=C1.C2=NC=CC=C2 (Collins reagent), COC(CCCC(O)C1=CC=C(C(=N1)CCC(=O)OC)OC)=O (5-[3-methoxy-2-(2-methoxycarbonylethyl)-6-pyridyl]-(5RS)-5-hydroxypentanoic acid methyl ester). Solvent: ClCCl (dichloromethane), CCCCCC (hexane). Conditions: time 2 hour. Product: COC(CCCC(=O)C1=CC=C(C(=N1)CCC(=O)OC)OC)=O (5-[3-methoxy-2-(2-methoxycarbonylethyl)-6-pyridyl]-5-oxopentanoic acid methyl ester). Yield: 72.1%. Reaction SMILES: O=[Cr](=O)=O.C1C=CC=CN=1.C1C=CC=CN=1.[CH3:17][O:18][C:19](=[O:39])[CH2:20][CH2:21][CH2:22][CH:23]([C:25]1[N:30]=[C:29]([CH2:31][CH2:32][C:33]([O:35][CH3:36])=[O:34])[C:28]([O:37][CH3:38])=[CH:27][CH:26]=1)[OH:24]>ClCCl.CCCCCC>[CH3:17][O:18][C:19](=[O:39])[CH2:20][CH2:21][CH2:22][C:23]([C:25]1[N:30]=[C:29]([CH2:31][CH2:32][C:33]([O:35][CH3:36])=[O:34])[C:28]([O:37][CH3:38])=[CH:27][CH:26]=1)=[O:24] |f:0.1.2|. Procedure details: 2.9 g of Collins reagent is added to a solution of 470 mg of 5-[3-methoxy-2-(2-methoxycarbonylethyl)-6-pyridyl]-(5RS)-5-hydroxypentanoic acid methyl ester in 50 ml of dichloromethane under argon atmosphere at 0° C., and the mixture is stirred for 2 hours at room temperature. Then, it is diluted with hexane, mixed with diatomaceous earth until paste formation, filtered on diatomaceous earth and rewashed with ethyl acetate. The filtrate is concentrated by evaporation, and the crude product is chro... Starting materials: N1C(=CC(=C1)C(=O)OCC)C(=O)OCC (diethyl 1H-pyrrole-2,4-dicarboxylate), BrCCCBr (1,3-dibromopropane), C([O-])([O-])=O.[K+].[K+] (potassium carbonate). Solvent: C(C)#N (acetonitrile). Yields the product BrCCCN1C(=CC(=C1)C(=O)OCC)C(=O)OCC (diethyl 1-(3-bromopropyl)-1H-pyrrole-2,4-dicarboxylate). As a reaction SMILES: [NH:1]1[CH:5]=[C:4]([C:6]([O:8][CH2:9][CH3:10])=[O:7])[CH:3]=[C:2]1[C:11]([O:13][CH2:14][CH3:15])=[O:12].[Br:16][CH2:17][CH2:18][CH2:19]Br.C(=O)([O-])[O-].[K+].[K+]>C(#N)C>[Br:16][CH2:17][CH2:18][CH2:19][N:1]1[CH:5]=[C:4]([C:6]([O:8][CH2:9][CH3:10])=[O:7])[CH:3]=[C:2]1[C:11]([O:13][CH2:14][CH3:15])=[O:12] |f:2.3.4|. Reported procedure: To a stirred solution of diethyl 1H-pyrrole-2,4-dicarboxylate (2 g, 9.47 mmol) and 1,3-dibromopropane (10 mL, 98 mmol) in acetonitrile was added potassium carbonate (1.7 g, 12.3 mmol). The mixture was refluxed overnight, then filtered and concentrated to give crude diethyl 1-(3-bromopropyl)-1H-pyrrole-2,4-dicarboxylate. 1H NMR (CDCl3, 300 MHz) δ7.47 (s, 1H), 7.36 (s, 1 H), 4.47 (t, J=6.6 Hz, 2 H), 4.27 (m, 4 H), 3.32 (t, J=6.2 Hz, 2 H), 2.32 (m, 2 H), 1.34 (m, 6 H).